From a dataset of the Open Reaction Database (ORD), a public repository of structured organic reaction records. describe an organic reaction: reactants, conditions, products, and yield The reactants are CCNC(=O)c1ccc(-n2nnc(C(=O)NC3CC3)c2C=Cc2nccn2C(c2ccccc2)(c2ccccc2)c2ccccc2)cc1, O=C(O)C(F)(F)F. Product: CCNC(=O)c1ccc(-n2nnc(C(=O)NC3CC3)c2C=Cc2ncc[nH]2)cc1. Reaction SMILES: [CH:1]1([NH:4][C:5](=[O:6])[c:7]2[n:8][n:9][n:10](-[c:38]3[cH:39][cH:40][c:41]([C:44](=[O:45])[NH:46][CH2:47][CH3:48])[cH:42][cH:43]3)[c:11]2[CH:12]=[CH:13][c:14]2[n:15]([C:19]([c:20]3[cH:21][cH:22][cH:23][cH:24][cH:25]3)([c:26]3[cH:27][cH:28][cH:29][cH:30][cH:31]3)[c:32]3[cH:33][cH:34][cH:35][cH:36][cH:37]3)[cH:16][cH:17][n:18]2)[CH2:2][CH2:3]1.[OH:49][C:50]([C:51]([F:52])([F:53])[F:54])=[O:55]>>[CH:1]1([NH:4][C:5](=[O:6])[c:7]2[n:8][n:9][n:10](-[c:38]3[cH:39][cH:40][c:41]([C:44](=[O:45])[NH:46][CH2:47][CH3:48])[cH:42][cH:43]3)[c:11]2[CH:12]=[CH:13][c:14]2[n:15][cH:16][cH:17][nH:18]2)[CH2:2][CH2:3]1. Starting materials: O=C([O-])O, CCOC(=O)C(C)(C)CN, O=C(Cl)OCc1ccccc1, CCOC(C)=O, [Na+]. The product is CCOC(=O)C(C)(C)CNC(=O)OCc1ccccc1. RXN SMILES: [C:28](=[O:29])([O-:30])[OH:31].[CH2:12]([CH3:13])[O:14][C:15]([C:16]([CH2:17][NH2:18])([CH3:19])[CH3:20])=[O:21].[CH2:1]([c:2]1[cH:3][cH:4][cH:5][cH:6][cH:7]1)[O:8][C:9](=[O:10])[Cl:11].[CH3:22][CH2:23][O:24][C:25](=[O:26])[CH3:27].[Na+:32]>>[CH2:1]([c:2]1[cH:3][cH:4][cH:5][cH:6][cH:7]1)[O:8][C:9](=[O:10])[NH:18][CH2:17][C:16]([C:15]([O:14][CH2:12][CH3:13])=[O:21])([CH3:19])[CH3:20]. The reactants are IC1=CC=C(C=C1)C(=O)N1CCN(CC1)C1=NC(=C(C=C1C)C)C ((4-iodophenyl)[4-(3,5,6-trimethylpyridin-2-yl)piperazin-1-yl]methanone), C(C)[C@H]1NC(OC1)=O ((R)-4-ethyloxazolidin-2-one). Product: C(C)[C@H]1N(C(OC1)=O)C1=CC=C(C=C1)C(=O)N1CCN(CC1)C1=NC(=C(C=C1C)C)C ((R)-4-ethyl-3-{4-[4-(3,5,6-trimethylpyridin-2-yl)piperazine-1-carbonyl]phenyl}oxazolidin-2-one). Yield: 77.2%. RXN SMILES: I[C:2]1[CH:7]=[CH:6][C:5]([C:8]([N:10]2[CH2:15][CH2:14][N:13]([C:16]3[C:21]([CH3:22])=[CH:20][C:19]([CH3:23])=[C:18]([CH3:24])[N:17]=3)[CH2:12][CH2:11]2)=[O:9])=[CH:4][CH:3]=1.[CH2:25]([C@@H:27]1[CH2:31][O:30][C:29](=[O:32])[NH:28]1)[CH3:26]>>[CH2:25]([C@@H:27]1[CH2:31][O:30][C:29](=[O:32])[N:28]1[C:2]1[CH:7]=[CH:6][C:5]([C:8]([N:10]2[CH2:15][CH2:14][N:13]([C:16]3[C:21]([CH3:22])=[CH:20][C:19]([CH3:23])=[C:18]([CH3:24])[N:17]=3)[CH2:12][CH2:11]2)=[O:9])=[CH:4][CH:3]=1)[CH3:26]. Procedure: By reaction and treatment in the same manner as in Example 149 and using (4-iodophenyl)[4-(3,5,6-trimethylpyridin-2-yl)piperazin-1-yl]methanone (435 mg) described in Preparation Example 176 and (R)-4-ethyloxazolidin-2-one (138 mg) described in Preparation Example 26, the title compound (326 mg) was obtained. Reactants: C1(CCCCC1)N=C=NC1CCCCC1 (dicyclohexylcarbodiimide), C1(=CC=CC=C1)C(C(=O)O)CC (2-phenylbutyric acid), ON1C(CCC1=O)=O (N-hydroxysuccinimide). Run in O1CCOCC1 (dioxane). Run at time 8 hour. The product is C1(=CC=CC=C1)C(C(=O)OC1C(=O)NC(C1)=O)CC (2-Phenylbutanoyloxysuccinimide). Yield: 66.0%. As a reaction SMILES: C1(N=C=NC2CCCCC2)CCCCC1.[C:16]1([CH:22]([CH2:26][CH3:27])[C:23]([OH:25])=[O:24])[CH:21]=[CH:20][CH:19]=[CH:18][CH:17]=1.O[N:29]1[C:33](=[O:34])[CH2:32][CH2:31][C:30]1=[O:35]>O1CCOCC1>[C:16]1([CH:22]([CH2:26][CH3:27])[C:23]([O:25][CH:31]2[CH2:32][C:33](=[O:34])[NH:29][C:30]2=[O:35])=[O:24])[CH:21]=[CH:20][CH:19]=[CH:18][CH:17]=1. Procedure details: A solution of dicyclohexylcarbodiimide (6.91 g, 0.033 mol) in 33 mL of dry dioxane was added to a solution of 2-phenylbutyric acid (5.00 g, 0.030 mol) and N-hydroxysuccinimide (3.86 g, 0.034 mol) and the resulting mixture was allowed to stir overnight. The precipitated dicyclohexylurea by-product was filtered off and the filtrate concentrated under vacuum. The residue was dissolved in 5 mL of methylene chloride and filtered to remove a small amount of additional urea by-product. The solution was... The reactants are ClC1=C(C=C(C=C1C1=CC=CC=C1)NC(C(=O)OCC)=O)NC(C(=O)OCC)=O (diethyl N,N'-(4-Chloro-5-phenyl-m-phenylene)dioxamate), C(Cl)(Cl)Cl (chloroform), [OH-].[Na+] (sodium hydroxide). Run in O (Water). Yields the product ClC1=C(C=C(C=C1C1=CC=CC=C1)NC(C(=O)O)=O)NC(C(=O)O)=O (N,N'-(4-Chloro-5-phenyl-m-phenylene)dioxamic acid). RXN SMILES: [Cl:1][C:2]1[C:7]([C:8]2[CH:13]=[CH:12][CH:11]=[CH:10][CH:9]=2)=[CH:6][C:5]([NH:14][C:15](=[O:21])[C:16]([O:18]CC)=[O:17])=[CH:4][C:3]=1[NH:22][C:23](=[O:29])[C:24]([O:26]CC)=[O:25].C(Cl)(Cl)Cl.[OH-].[Na+]>O>[Cl:1][C:2]1[C:7]([C:8]2[CH:9]=[CH:10][CH:11]=[CH:12][CH:13]=2)=[CH:6][C:5]([NH:14][C:15](=[O:21])[C:16]([OH:18])=[O:17])=[CH:4][C:3]=1[NH:22][C:23](=[O:29])[C:24]([OH:26])=[O:25] |f:2.3|. Reported procedure: To a solution of 5.0 g (0.014 mole) of diethyl N,N'-(4-Chloro-5-phenyl-m-phenylene)dioxamate in 125 ml. of chloroform in a separatory funnel is added 29 ml. of 1 M sodium hydroxide solution. Water is added to the mixture until the solid that forms on shaking redissolves. The mixture is allowed to stand with occasional shaking for fifteen minutes. The aqueous layer is drawn off, filtered and the filtrate acidified by the addition of 1N hydrochloric acid. The precipitate that forms is removed by f... The reactants are OOS(=O)[O-].[K+] (oxone), S1CCN(CC2=C1C=CC=C2)C2=NC1=CC=C(C=C1C(=N2)N)C (2-(2,3-dihydro-1,4-benzothiazepin-4(5H)-yl)-6-methylquinazolin-4-amine). Run in O (water), CO (methanol), O1CCCC1 (tetrahydrofuran). Reaction conditions: time 2 hour. Yields the product O=S1(CCN(CC2=C1C=CC=C2)C2=NC1=CC=C(C=C1C(=N2)N)C)=O (2-(1,1-Dioxido-2,3-dihydro-1,4-benzothiazepin-4(5H)-yl)-6-methylquinazolin-4-amine). As a reaction SMILES: O[O:2][S:3]([O-:5])=O.[K+].S1[C:13]2[CH:14]=[CH:15][CH:16]=[CH:17][C:12]=2[CH2:11][N:10]([C:18]2[N:27]=[C:26]([NH2:28])[C:25]3[C:20](=[CH:21][CH:22]=[C:23]([CH3:29])[CH:24]=3)[N:19]=2)[CH2:9][CH2:8]1>O.CO.O1CCCC1>[O:2]=[S:3]1(=[O:5])[C:17]2[CH:16]=[CH:15][CH:14]=[CH:13][C:12]=2[CH2:11][N:10]([C:18]2[N:27]=[C:26]([NH2:28])[C:25]3[C:20](=[CH:21][CH:22]=[C:23]([CH3:29])[CH:24]=3)[N:19]=2)[CH2:9][CH2:8]1 |f:0.1|. Procedure details: To a solution of oxone (670 mg, 1.117 mmol) in water (2.5 mL), which was cooled below 0° C. in an ice-bath, was added a solution of 2-(2,3-dihydro-1,4-benzothiazepin-4(5H)-yl)-6-methylquinazolin-4-amine (300 mg, 0.930 mmol) in methanol (15 mL) and tetrahydrofuran (3 mL) dropwise. The resulting mixture was stirred below 0° C. for 2 hours. The formed precipitate was collected by filtration, washed with water and dried in vacuo to afford the desired product as a white solid. MS obsd. (ESI+) [(M+H)+... Reactants: C(C)(C)(C)OC(=O)N1CCN(CC1)C1=NC=C(C=C1Cl)C (4-(3-chloro-5-methylpyridin-2-yl)piperazine-1-carboxylic acid tert-butyl ester), Cl.C(C)(=O)OCC (hydrogen chloride ethyl acetate). Yields the product Cl.C(C)C=1C(=NC=C(C1)C)N1CCNCC1 (1-(3-ethyl-5-methylpyridin-2-yl)piperazine hydrochloride). RXN SMILES: C(OC([N:8]1[CH2:13][CH2:12][N:11]([C:14]2[C:19]([Cl:20])=[CH:18][C:17]([CH3:21])=[CH:16][N:15]=2)[CH2:10][CH2:9]1)=O)(C)(C)C.Cl.[C:23](OCC)(=O)[CH3:24]>>[ClH:20].[CH2:23]([C:19]1[C:14]([N:11]2[CH2:10][CH2:9][NH:8][CH2:13][CH2:12]2)=[N:15][CH:16]=[C:17]([CH3:21])[CH:18]=1)[CH3:24] |f:1.2,3.4|. Procedure: By reaction and treatment in the same manner as in Example 53 and using 4-(3-chloro-5-methylpyridin-2-yl)piperazine-1-carboxylic acid tert-butyl ester (9 g), which is the intermediate described in Preparation Example 48, a compound was obtained, which was treated with 4N hydrogen chloride/ethyl acetate (2 mL) to give the title compound (1.1 g). Starting materials: COC(=O)N1CCC(C(=O)O)CC1, CN(C(=O)c1ccc(Cl)cc1)C1CCNCC1c1ccc(Cl)c(Cl)c1, Cl. Product: COC(=O)N1CCC(C(=O)N2CCC(N(C)C(=O)c3ccc(Cl)cc3)C(c3ccc(Cl)c(Cl)c3)C2)CC1. Reaction SMILES: [CH3:27][O:28][C:29](=[O:30])[N:31]1[CH2:32][CH2:33][CH:34]([C:37](=[O:38])[OH:39])[CH2:35][CH2:36]1.[Cl:2][c:3]1[cH:4][cH:5][c:6]([C:7](=[O:8])[N:9]([CH3:10])[CH:11]2[CH:12]([c:17]3[cH:18][c:19]([Cl:24])[c:20]([Cl:23])[cH:21][cH:22]3)[CH2:13][NH:14][CH2:15][CH2:16]2)[cH:25][cH:26]1.[ClH:1]>>[Cl:2][c:3]1[cH:4][cH:5][c:6]([C:7](=[O:8])[N:9]([CH3:10])[CH:11]2[CH:12]([c:17]3[cH:18][c:19]([Cl:24])[c:20]([Cl:23])[cH:21][cH:22]3)[CH2:13][N:14]([C:37]([CH:34]3[CH2:33][CH2:32][N:31]([C:29]([O:28][CH3:27])=[O:30])[CH2:36][CH2:35]3)=[O:38])[CH2:15][CH2:16]2)[cH:25][cH:26]1. Starting materials: O (water), C([O-])([O-])=O.[K+].[K+] (potassium carbonate), C(C)(=O)OCC([C@H]1CC[C@H]2[C@@H]3CC[C@H]4CC=CC[C@]4(C)[C@H]3C(C[C@]12C)=O)=O ((5α)-21-(acetyloxy)pregn-2-ene-11,20-dione), 3-ene-isomer. The solvent is CO (methanol), CO (methanol). Reaction conditions: time 30 minute. Yields the product OCC([C@H]1CC[C@H]2[C@@H]3CC[C@H]4CC=CC[C@]4(C)[C@H]3C(C[C@]12C)=O)=O ((5α)-21-hydroxypregn-2-ene-11,20-dione). As a reaction SMILES: C(=O)([O-])[O-].[K+].[K+].C([O:10][CH2:11][C:12](=[O:33])[C@@H:13]1[C@:30]2([CH3:31])[C@H:16]([C@H:17]3[C@H:27]([C:28](=[O:32])[CH2:29]2)[C@:25]2([CH3:26])[C@H:20]([CH2:21][CH:22]=[CH:23][CH2:24]2)[CH2:19][CH2:18]3)[CH2:15][CH2:14]1)(=O)C.O>CO>[OH:10][CH2:11][C:12](=[O:33])[C@@H:13]1[C@:30]2([CH3:31])[C@H:16]([C@H:17]3[C@H:27]([C:28](=[O:32])[CH2:29]2)[C@:25]2([CH3:26])[C@H:20]([CH2:21][CH:22]=[CH:23][CH2:24]2)[CH2:19][CH2:18]3)[CH2:15][CH2:14]1 |f:0.1.2|. Procedure: A solution of potassium carbonate in methanol (190 ml; 0.19M) was added to a suspension of (5α)-21-(acetyloxy)pregn-2-ene-11,20-dione and its 3-ene-isomer (18.8 g) in methanol (188 ml). The resulting solution was stirred at room temperature for 30 min and poured into water (3.7 l). The mixture was extracted with dichloromethane and the organic phase was washed with water, dried over sodium sulfate and the solvent was removed under reduced pressure. The residue was chromatographed on silica gel t... The reactants are COC(C1=C(C=CC=C1)C(C1=CC=C(C=C1)F)=O)=O (methyl-2-(4-fluorobenzoyl)benzoate), [H-].[Na+] (NaH), N1C=NC=C1 (imidazole). The solvent is CN(C)C=O (DMF), CN(C)C=O (DMF). Run at temperature 120 celsius. Yields the product COC(C1=C(C=CC=C1)C(C1=CC=C(C=C1)N1C=NC=C1)=O)=O (methyl-2-[4(1H-imidazol-1-yl)benzoyl]benzoate). Reaction SMILES: [CH3:1][O:2][C:3](=[O:19])[C:4]1[CH:9]=[CH:8][CH:7]=[CH:6][C:5]=1[C:10](=[O:18])[C:11]1[CH:16]=[CH:15][C:14](F)=[CH:13][CH:12]=1.[H-].[Na+].[NH:22]1[CH:26]=[CH:25][N:24]=[CH:23]1>CN(C=O)C>[CH3:1][O:2][C:3](=[O:19])[C:4]1[CH:9]=[CH:8][CH:7]=[CH:6][C:5]=1[C:10](=[O:18])[C:11]1[CH:16]=[CH:15][C:14]([N:22]2[CH:26]=[CH:25][N:24]=[CH:23]2)=[CH:13][CH:12]=1 |f:1.2|. Reported procedure: A solution of methyl-2-(4-fluorobenzoyl)benzoate (5.31 g, 21 mmol) in 23 mL of DMF is added dropwise to a solution of NaH (0.91 g, 23 mmol) and imidazole (1.43 g, 21 mmol) in 35 mL of DMF. The resulting mixture is heated at 120° C. for 20 hours under N2. After cooling, the product is poured onto ice and extracted with CHCl3 (4×30 mL). The combined extracts are dried (Na2SO4) and evaporated to give crude product. Chromatographic purification of the crude residue on silica gel (using EtOAc as the ...